From a dataset of the Open Reaction Database (ORD), a public repository of structured organic reaction records. describe an organic reaction: reactants, conditions, products, and yield Starting materials: C(Cl)Cl (methylene chloride), ClC1=CC=C(S1)S(=O)(=O)NN (5-chloro-2-thiophenesulfonyl hydrazine), BrBr (bromine). Solvent: CCCCCC (hexane). Conditions: temperature 2 celsius. Yields the product ClC1=CC=C(S1)S(=O)(=O)Br (5-Chloro-2-thiophenesulfonyl Bromide). Isolated yield 50.2%. As a reaction SMILES: C(Cl)Cl.[Cl:4][C:5]1[S:9][C:8]([S:10](NN)(=[O:12])=[O:11])=[CH:7][CH:6]=1.[Br:15]Br>CCCCCC>[Cl:4][C:5]1[S:9][C:8]([S:10]([Br:15])(=[O:12])=[O:11])=[CH:7][CH:6]=1. Procedure details: In a 1-liter, three-neck flask equipped with a magnetic stirrer, a thermometer, an an addition funnel were placed 300 ml of methylene chloride, 10.63 g (0.05 mol) of 5-chloro-2-thiophenesulfonyl hydrazine, and some crushed ice. The slurry was allowed to cool to 2° C., and 16.0 g (0.10 mol) of bromine was added dropwise with stirring at such a rate that the temperature did not exceed 10° C. After the addition was complete, the methylene chloride layer was separated, dried and the methylene chlori... Reactants: CC(C)(C)OC(=O)N1c2ccccc2CC1c1nc(C(=O)O)c[nH]1, CCC(=N)NCCCN(C)C, COC(=O)CN, CN1CCOCC1, ClCCl, Cl, Cl, O, On1nnc2ccccc21. Yields the product COC(=O)CNC(=O)c1c[nH]c(C2Cc3ccccc3N2C(=O)OC(C)(C)C)n1. Reaction SMILES: [C:38](=[O:39])([OH:40])[c:41]1[n:42][c:43]([CH:46]2[N:47]([C:55](=[O:56])[O:57][C:58]([CH3:59])([CH3:60])[CH3:61])[c:48]3[cH:49][cH:50][cH:51][cH:52][c:53]3[CH2:54]2)[nH:44][cH:45]1.[CH2:27]([C:28]([NH:29][CH2:30][CH2:31][CH2:32][N:33]([CH3:34])[CH3:35])=[NH:36])[CH3:37].[CH3:12][O:13][C:14]([CH2:15][NH2:16])=[O:17].[CH3:19][N:20]1[CH2:21][CH2:22][O:23][CH2:24][CH2:25]1.[Cl:62][CH2:63][Cl:64].[ClH:18].[ClH:26].[OH2:1].[OH:2][n:3]1[c:4]2[cH:5][cH:6][cH:7][cH:8][c:9]2[n:10][n:11]1>>[CH3:12][O:13][C:14]([CH2:15][NH:16][C:38](=[O:39])[c:41]1[n:42][c:43]([CH:46]2[N:47]([C:55](=[O:56])[O:57][C:58]([CH3:59])([CH3:60])[CH3:61])[c:48]3[cH:49][cH:50][cH:51][cH:52][c:53]3[CH2:54]2)[nH:44][cH:45]1)=[O:17].